This data is from the Open Reaction Database (ORD), a public repository of structured organic reaction records. The task is: describe an organic reaction: reactants, conditions, products, and yield Procedure details: To a solution of 2-bromophenyl acetic acid (2.15 g) in dichloromethane (100 ml) was added methylamine (2M solution in tetrahydrofuran, 6 ml), 4-dimethylaminopyridine (1.32 g) and 1-(3-dimethylaminopropyl)-3-ethylcarbodiimide hydrochloride (2.055 g). The mixture was left to stir at room temperature for 16 hours, after which the organic portion was washed with 2M aqueous hydrogen chloride, dried over magnesium sulfate and filtered. The filtrate was concentrated to give a solid (2.04 g) The reactants are BrC1=C(C=CC=C1)CC(=O)O (2-bromophenyl acetic acid), CN (methylamine), Cl.CN(CCCN=C=NCC)C (1-(3-dimethylaminopropyl)-3-ethylcarbodiimide hydrochloride). The reagents and catalysts are CN(C1=CC=NC=C1)C (4-dimethylaminopyridine). The product is BrC1=C(C=CC=C1)CC(=O)NC (2-(2-Bromo-phenyl)-N-methylacetamide). Isolated yield 89.5%. Run in ClCCl (dichloromethane). Reaction SMILES: [Br:1][C:2]1[CH:7]=[CH:6][CH:5]=[CH:4][C:3]=1[CH2:8][C:9]([OH:11])=O.CN.Cl.[CH3:15][N:16](C)CCCN=C=NCC>ClCCl.CN(C)C1C=CN=CC=1>[Br:1][C:2]1[CH:7]=[CH:6][CH:5]=[CH:4][C:3]=1[CH2:8][C:9]([NH:16][CH3:15])=[O:11] |f:2.3|. Reaction conditions: time 16 hour. RXN SMILES: C(OC([N:8]1[CH2:13][CH2:12][CH:11]([CH2:14][NH:15][C:16](=[O:36])[CH2:17][NH:18][C:19]([O:21][CH2:22][CH:23]2[C:35]3[CH:34]=[CH:33][CH:32]=[CH:31][C:30]=3[C:29]3[C:24]2=[CH:25][CH:26]=[CH:27][CH:28]=3)=[O:20])[CH2:10][CH2:9]1)=O)(C)(C)C.Cl>O1CCOCC1>[CH:34]1[C:35]2[CH:23]([CH2:22][O:21][C:19]([NH:18][CH2:17][C:16]([NH:15][CH2:14][CH:11]3[CH2:12][CH2:13][NH:8][CH2:9][CH2:10]3)=[O:36])=[O:20])[C:24]3[C:29](=[CH:28][CH:27]=[CH:26][CH:25]=3)[C:30]=2[CH:31]=[CH:32][CH:33]=1. The product is C1=CC=CC=2C3=CC=CC=C3C(C12)COC(=O)NCC(=O)NCC1CCNCC1 (4-[[N-(9-fluorenylmethyloxycarbonyl)glycyl]aminomethyl]piperidine). Isolated yield 152.4%. Reactants: C(C)(C)(C)OC(=O)N1CCC(CC1)CNC(CNC(=O)OCC1C2=CC=CC=C2C=2C=CC=CC12)=O (1-(tert-Butoxycarbonyl)-4-[[N-(9-fluorenylmethyloxycarbonyl)glycyl]aminomethyl]piperidine), Cl (HCl). Run in O1CCOCC1 (dioxane). Reported procedure: 1-(tert-Butoxycarbonyl)-4-[[N-(9-fluorenylmethyloxycarbonyl)glycyl]aminomethyl]piperidine (3.17 g, 6.42 mmol) was added to a 4 M dioxane solution of HCl. The resulting solution was stirred at room temperature for 5 hours and concentrated to afford 4-[[N-(9-fluorenylmethyloxycarbonyl)glycyl]aminomethyl]piperidine (3.85 g) as an off-white solid. The obtained product was used without further purification. Run at time 5 hour. Reactants: BrN1C(CCC1=O)=O (N-Bromosuccinimide), C(C)(C)(C)OC(=O)N1CC2=C(N3C=NN=C3C1)C=CC(=C2)Cl (8-chloro-4H,6H-2,3,5,10b-tetraaza-benzo[e]azulene-5-carboxylic acid tert-butyl ester). The solvent is O1CCCC1 (tetrahydrofuran), O1CCCC1 (tetrahydrofuran). Product: C(C)(C)(C)OC(=O)N1CC2=C(N3C(=NN=C3C1)Br)C=CC(=C2)Cl (1-bromo-8-chloro-4H,6H-2,3,5,10b-tetraaza-benzo[e]azulene-5-carboxylic acid tert-butyl ester). Isolated yield 84.8%. Reaction SMILES: [Br:1]N1C(=O)CCC1=O.[C:9]([O:13][C:14]([N:16]1[CH2:25][C:24]2[N:20]([CH:21]=[N:22][N:23]=2)[C:19]2[CH:26]=[CH:27][C:28]([Cl:30])=[CH:29][C:18]=2[CH2:17]1)=[O:15])([CH3:12])([CH3:11])[CH3:10]>O1CCCC1>[C:9]([O:13][C:14]([N:16]1[CH2:25][C:24]2[N:20]([C:21]([Br:1])=[N:22][N:23]=2)[C:19]2[CH:26]=[CH:27][C:28]([Cl:30])=[CH:29][C:18]=2[CH2:17]1)=[O:15])([CH3:12])([CH3:10])[CH3:11]. Reported procedure: N-Bromosuccinimide (4.50 g, 24.0 mmol) was added to 8-chloro-4H,6H-2,3,5,10b-tetraaza-benzo[e]azulene-5-carboxylic acid tert-butyl ester (7.00 g, 21.8 mmol) in tetrahydrofuran (140 ml). The mixture was stirred in boiling tetrahydrofuran for 2 hours. The solvent was removed in vacuo and the residue was purified by chromatography (50 g silica gel, heptane: ethylacetate 1:9 to 1:0) to yield 7.39 g (85%) 1-bromo-8-chloro-4H,6H-2,3,5,10b-tetraaza-benzo[e]azulene-5-carboxylic acid tert-butyl ester as ... Reactants: ClC=1C(=C(C#N)C=C(C1)F)N1N=C2C(C(=NC=C2F)Cl)=C1 (3-Chloro-2-(4-chloro-7-fluoropyrazolo[4,3-c]pyridin-2-yl)-5-fluorobenzonitrile), Br[Si](C)(C)C (bromotrimethylsilane), resultant mixture. The solvent is C(CC)#N (propionitrile). Conditions: temperature 80 celsius. Yields the product BrC1=NC=C(C=2C1=CN(N2)C2=C(C#N)C=C(C=C2Cl)F)F (2-(4-Bromo-7-fluoropyrazolo[4,3-c]pyridin-2-yl)-3-chloro-5-fluorobenzonitrile). Yield: 99.9%. Reaction SMILES: [Cl:1][C:2]1[C:3]([N:11]2[CH:21]=[C:14]3[C:15](Cl)=[N:16][CH:17]=[C:18]([F:19])[C:13]3=[N:12]2)=[C:4]([CH:7]=[C:8]([F:10])[CH:9]=1)[C:5]#[N:6].[Br:22][Si](C)(C)C>C(#N)CC>[Br:22][C:15]1[C:14]2=[CH:21][N:11]([C:3]3[C:2]([Cl:1])=[CH:9][C:8]([F:10])=[CH:7][C:4]=3[C:5]#[N:6])[N:12]=[C:13]2[C:18]([F:19])=[CH:17][N:16]=1. Procedure: 3-Chloro-2-(4-chloro-7-fluoropyrazolo[4,3-c]pyridin-2-yl)-5-fluorobenzonitrile (735 mg, 2.26 mmol) was suspended in propionitrile (44 mL), under an atmosphere of nitrogen and bromotrimethylsilane (0.82 mL, 5.64 mmol) was added. The reaction mixture was heated at 80° C. for 5 hours. The resultant mixture was cooled to room temperature and partitioned between ethyl acetate and saturated aqueous sodium bicarbonate solution. The layers were separated and the organic layer was dried over anhydrous so... Starting materials: COCCOCCOCCC1(C2=CC(=CC=C2C=2C=CC(=CC12)C#CC(C)(O)C)C#CC(C)(O)C)CCOCCOCCOC (4,4′-[9,9-bis[2-[2-(2-methoxyethoxy)ethoxy]ethyl]-9H-fluorene-2,7-diyl]bis(2-methyl-3-butyn-2-ol)), [OH-].[Na+] (NaOH). Solvent: C1(=CC=CC=C1)C (toluene), CC(C)O (i-PrOH). Yields the product C(#C)C1=CC=2C(C3=CC(=CC=C3C2C=C1)C#C)(CCOCCOCCOC)CCOCCOCCOC (2,7-diethynyl-9,9-bis[2-[2-(2-methoxyethoxy)ethoxy]ethyl]-9H-fluorene). Isolated yield 58.2%. RXN SMILES: [CH3:1][O:2][CH2:3][CH2:4][O:5][CH2:6][CH2:7][O:8][CH2:9][CH2:10][C:11]1([CH2:36][CH2:37][O:38][CH2:39][CH2:40][O:41][CH2:42][CH2:43][O:44][CH3:45])[C:23]2[CH:22]=[C:21]([C:24]#[C:25]C(C)(O)C)[CH:20]=[CH:19][C:18]=2[C:17]2[C:12]1=[CH:13][C:14]([C:30]#[C:31]C(C)(O)C)=[CH:15][CH:16]=2.[OH-].[Na+]>C1(C)C=CC=CC=1.CC(O)C>[C:30]([C:14]1[CH:15]=[CH:16][C:17]2[C:18]3[C:23](=[CH:22][C:21]([C:24]#[CH:25])=[CH:20][CH:19]=3)[C:11]([CH2:10][CH2:9][O:8][CH2:7][CH2:6][O:5][CH2:4][CH2:3][O:2][CH3:1])([CH2:36][CH2:37][O:38][CH2:39][CH2:40][O:41][CH2:42][CH2:43][O:44][CH3:45])[C:12]=2[CH:13]=1)#[CH:31] |f:1.2|. Procedure details: To a solution of 4,4′-[9,9-bis[2-[2-(2-methoxyethoxy)ethoxy]ethyl]-9H-fluorene-2,7-diyl]bis(2-methyl-3-butyn-2-ol) (0.363 g, 0.58 mmol) in 9 mL of toluene and 2 mL of i-PrOH, was added solid NaOH (0.15 g, 3.75 mmol). The mixture was heated under reflux for 1.5 h. After cooling, NaOH was filtered off and the solvents were evaporated and the residue was purified by column chromatography on silica gel (CH2Cl2/AcOEt 60:40) to yield 0.171 g (58%) of 2,7-diethynyl-9,9-bis[2-[2-(2-methoxyethoxy)ethoxy]... Procedure: The coupling of (4S,4aR,7aR)-4-(5-amino-2-fluoro-phenyl)-5,5-difluoro-4-methyl-4,4a,5,6,7,7a-hexahydro-cyclopenta[e][1,3]oxazin-2-ylamine (intermediate XIIIa-1) and 5-(1,1-difluoro-ethyl)-pyrazine-2-carboxylic acid (CAS 1262803-63-315) following procedure Q yielded the title compound as a white solid (52% yield). MS: m/z=470.3 [M+H]+. Product: NC=1O[C@H]2[C@@H]([C@@](N1)(C)C=1C=C(C=CC1F)NC(=O)C1=NC=C(N=C1)C(C)(F)F)C(CC2)(F)F (5-(1,1-Difluoro-ethyl)-pyrazine-2-carboxylic acid [3-((4S,4aR,7aR)-2-amino-5,5-difluoro-4-methyl-4,4a,5,6,7,7a-hexahydro-cyclopenta[e][1,3]oxazin-4-yl)-4-fluoro-phenyl]-amide). RXN SMILES: [NH2:1][C:2]1[CH:3]=[CH:4][C:5]([F:21])=[C:6]([C@:8]2([CH3:20])[C@H:13]3[C:14]([F:18])([F:17])[CH2:15][CH2:16][C@H:12]3[O:11][C:10]([NH2:19])=[N:9]2)[CH:7]=1.[F:22][C:23]([C:26]1[N:27]=[CH:28][C:29]([C:32](O)=[O:33])=[N:30][CH:31]=1)([F:25])[CH3:24]>>[NH2:19][C:10]1[O:11][C@@H:12]2[CH2:16][CH2:15][C:14]([F:17])([F:18])[C@@H:13]2[C@:8]([C:6]2[CH:7]=[C:2]([NH:1][C:32]([C:29]3[CH:28]=[N:27][C:26]([C:23]([F:25])([F:22])[CH3:24])=[CH:31][N:30]=3)=[O:33])[CH:3]=[CH:4][C:5]=2[F:21])([CH3:20])[N:9]=1. The yield is 52.0%. Starting materials: NC=1C=CC(=C(C1)[C@]1(N=C(O[C@H]2[C@@H]1C(CC2)(F)F)N)C)F ((4S,4aR,7aR)-4-(5-amino-2-fluoro-phenyl)-5,5-difluoro-4-methyl-4,4a,5,6,7,7a-hexahydro-cyclopenta[e][1,3]oxazin-2-ylamine), FC(C)(F)C=1N=CC(=NC1)C(=O)O (5-(1,1-difluoro-ethyl)-pyrazine-2-carboxylic acid).